From a dataset of the Open Reaction Database (ORD), a public repository of structured organic reaction records. describe an organic reaction: reactants, conditions, products, and yield Reactants: CC(C)c1nn(Cc2ccccc2Br)c(=O)c(C(=O)NCC(=O)O)c1O, O=C([O-])[O-], C1COCCO1, Cl, OB(O)c1ccc(C(F)(F)F)cc1, [K+], [K+], O, c1ccc(P(c2ccccc2)(c2ccccc2)[Pd](P(c2ccccc2)(c2ccccc2)c2ccccc2)(P(c2ccccc2)(c2ccccc2)c2ccccc2)P(c2ccccc2)(c2ccccc2)c2ccccc2)cc1. The product is CC(C)c1nn(Cc2ccccc2-c2ccc(C(F)(F)F)cc2)c(=O)c(C(=O)NCC(=O)O)c1O. RXN SMILES: [Br:1][c:2]1[c:3]([CH2:8][n:9]2[n:10][c:11]([CH:24]([CH3:25])[CH3:26])[c:12]([OH:23])[c:13]([C:16](=[O:17])[NH:18][CH2:19][C:20](=[O:21])[OH:22])[c:14]2=[O:15])[cH:4][cH:5][cH:6][cH:7]1.[C:40](=[O:41])([O-:42])[O-:43].[CH2:47]1[O:48][CH2:49][CH2:50][O:51][CH2:52]1.[ClH:46].[F:27][C:28]([c:29]1[cH:30][cH:31][c:32]([B:35]([OH:36])[OH:37])[cH:33][cH:34]1)([F:38])[F:39].[K+:44].[K+:45].[OH2:53].[cH:54]1[cH:55][cH:56][c:57]([P:58]([Pd:59]([P:60]([c:61]2[cH:62][cH:63][cH:64][cH:65][cH:66]2)([c:67]2[cH:68][cH:69][cH:70][cH:71][cH:72]2)[c:73]2[cH:74][cH:75][cH:76][cH:77][cH:78]2)([P:79]([c:80]2[cH:81][cH:82][cH:83][cH:84][cH:85]2)([c:86]2[cH:87][cH:88][cH:89][cH:90][cH:91]2)[c:92]2[cH:93][cH:94][cH:95][cH:96][cH:97]2)[P:98]([c:99]2[cH:100][cH:101][cH:102][cH:103][cH:104]2)([c:105]2[cH:106][cH:107][cH:108][cH:109][cH:110]2)[c:111]2[cH:112][cH:113][cH:114][cH:115][cH:116]2)([c:117]2[cH:118][cH:119][cH:120][cH:121][cH:122]2)[c:123]2[cH:124][cH:125][cH:126][cH:127][cH:128]2)[cH:129][cH:130]1>>[c:2]1(-[c:32]2[cH:31][cH:30][c:29]([C:28]([F:27])([F:38])[F:39])[cH:34][cH:33]2)[c:3]([CH2:8][n:9]2[n:10][c:11]([CH:24]([CH3:25])[CH3:26])[c:12]([OH:23])[c:13]([C:16](=[O:17])[NH:18][CH2:19][C:20](=[O:21])[OH:22])[c:14]2=[O:15])[cH:4][cH:5][cH:6][cH:7]1. Reactants: Cl.CC1CNC1 (3-methylazetidine hydrochloride), Intermediate C, S(=O)(=O)(N=C=O)Cl (Sulfurisocyanatidic chloride), C1(=CC=CC=C1)CO (phenylmethanol), ClS(=O)(=O)NC(OCC1=CC=CC=C1)=O (benzyl chlorosulfonylcarbamate), C(C1=CC=CC=C1)O (benzyl alcohol). Solvent: C(C)#N (acetonitrile), C(C)N(CC)CC (triethylamine), C(C)(=O)OC(C)C (isopropyl acetate), C(C)(=O)OC(C)C (isopropyl acetate), C(C)(=O)OC(C)C (Isopropyl acetate). Product: CC1CN(C1)S(=O)(=O)NC(OCC1=CC=CC=C1)=O (Benzyl 3-methylazetidin-1-ylsulfonylcarbamate). Reaction SMILES: S(Cl)(N=C=O)(=O)=O.C1(CO)C=CC=CC=1.Cl.[CH3:17][CH:18]1[CH2:21][NH:20][CH2:19]1.Cl[S:23]([NH:26][C:27](=[O:36])[O:28][CH2:29][C:30]1[CH:35]=[CH:34][CH:33]=[CH:32][CH:31]=1)(=[O:25])=[O:24]>C(OC(C)C)(=O)C.C(N(CC)CC)C.C(#N)C>[CH3:17][CH:18]1[CH2:21][N:20]([S:23]([NH:26][C:27](=[O:36])[O:28][CH2:29][C:30]2[CH:31]=[CH:32][CH:33]=[CH:34][CH:35]=2)(=[O:24])=[O:25])[CH2:19]1 |f:2.3|. Reported procedure: Isopropyl acetate (300 mL) was charged into a 1000 ml 3-neck flask and cooled to −10˜−5° C. Sulfurisocyanatidic chloride (44.5 mL) was added at −5˜10° C. followed by the addition of phenylmethanol (50.5 mL) in isopropyl acetate (60 mL) at −5˜10° C. over 60 minutes. The mixture reacted at −5˜10° C. and was monitored by HPLC until the content of benzyl alcohol was <2% (after 1 hour at 0° C.). A mixture of acetonitrile (300 mL), 3-methylazetidine hydrochloride (50 g) (Intermediate C, either commerc...